Dataset: the Open Reaction Database (ORD), a public repository of structured organic reaction records. Task: describe an organic reaction: reactants, conditions, products, and yield The reactants are C(C)OC(C(C(=O)OCC)=CNC1=NC(=CC=C1)C)=O (2-[(6-Methyl-pyridin-2-ylamino)-methylene]-malonic acid diethyl ester), CCCCCC (hexane). Solvent: C1(=CC=CC=C1)OC1=CC=CC=C1 (diphenyl ether). Reaction conditions: temperature 250 celsius. The product is C(C)OC(=O)C1=CN(C2=NC=CC=C2C1=O)C (Methyl-4-oxo-1,4-dihydro-[1,8]naphthyridine-3-carboxylic acid ethyl ester). As a reaction SMILES: C(O[C:4](=[O:20])[C:5](=[CH:11][NH:12][C:13]1[CH:18]=[CH:17][CH:16]=[C:15](C)[N:14]=1)[C:6]([O:8][CH2:9][CH3:10])=[O:7])C.[CH3:21]CCCCC>C1(OC2C=CC=CC=2)C=CC=CC=1>[CH2:9]([O:8][C:6]([C:5]1[C:4](=[O:20])[C:18]2[C:13](=[N:14][CH:15]=[CH:16][CH:17]=2)[N:12]([CH3:21])[CH:11]=1)=[O:7])[CH3:10]. Procedure details: 21.8 g (3.61 mmol) of 2-[(6-Methyl-pyridin-2-ylamino)-methylene]-malonic acid diethyl ester was dissolved in 300 mL of diphenyl ether and the solution was heated at 250° C. After 2.5 h the solution was cooled to rt and 50 mL of hexane was added. The mixture was filtered and the solid washed with hexane to yield 18.5 g of -Methyl-4-oxo-1,4-dihydro-[1,8]naphthyridine-3-carboxylic acid ethyl ester as a brown solid. Yield: 30.1%. Reported procedure: Sodium hydroxide (20 ml, 1M) and dimethyl sulfate (15.0 ml, 158 mmol) were added dropwise to a solution of 2,7-dihydroxynaphthalene (6.6 g, 40 mmol) in dichloromethane (100 ml) and water (60 ml). Additional sodium hydroxide (20 ml, 1M) and dimethyl sulfate (15.0 ml, 158 mmol) were added and the resulting mixture was stirred at room temperature for 2 hours. The two phases were separated and the aqueous layer was extracted with dichloromethane twice. The combined organic extracts were washed with ... The reactants are [OH-].[Na+] (Sodium hydroxide), S(=O)(=O)(OC)OC (dimethyl sulfate), OC1=CC2=CC(=CC=C2C=C1)O (2,7-dihydroxynaphthalene), [OH-].[Na+] (sodium hydroxide), S(=O)(=O)(OC)OC (dimethyl sulfate). The solvent is ClCCl (dichloromethane), O (water). Run at time 2 hour. As a reaction SMILES: [OH-].[Na+].S([O:8][CH3:9])(OC)(=O)=O.[OH:10][C:11]1[CH:20]=[CH:19][C:18]2[C:13](=[CH:14][C:15](O)=[CH:16][CH:17]=2)[CH:12]=1>ClCCl.O>[OH:10][C:11]1[CH:20]=[CH:19][C:18]2[C:13](=[CH:14][C:15]([O:8][CH3:9])=[CH:16][CH:17]=2)[CH:12]=1 |f:0.1|. Product: OC1=CC2=CC(=CC=C2C=C1)OC (2-hydroxy-7-methoxynaphthalene). The reactants are Cl.N1CCC(CC1)NC(=O)C1=C(NC2=C1N=CN=C2C2=C(C=CC(=C2)F)OCC2CC2)C (4-(2-cyclopropylmethoxy-5-fluoro-phenyl)-6-methyl-5H-pyrrolo[3,2-d]pyrimidine-7-carboxylic acid piperidin-4-ylamide hydrochloride), ClC(=O)OCC (ethyl chloroformate). Product: C1(CC1)COC1=C(C=C(C=C1)F)C=1C2=C(N=CN1)C(=C(N2)C)C(=O)NC2CCN(CC2)C(=O)OCC (Ethyl 4-[({4-[2-(cyclopropylmethoxy)-5-fluorophenyl]-6-methyl-5H-pyrrolo[3,2-d]pyrimidin-7-yl}carbonyl)amino]piperidine-1-carboxylate). As a reaction SMILES: Cl.[NH:2]1[CH2:7][CH2:6][CH:5]([NH:8][C:9]([C:11]2[C:15]3[N:16]=[CH:17][N:18]=[C:19]([C:20]4[CH:25]=[C:24]([F:26])[CH:23]=[CH:22][C:21]=4[O:27][CH2:28][CH:29]4[CH2:31][CH2:30]4)[C:14]=3[NH:13][C:12]=2[CH3:32])=[O:10])[CH2:4][CH2:3]1.Cl[C:34]([O:36][CH2:37][CH3:38])=[O:35]>>[CH:29]1([CH2:28][O:27][C:21]2[CH:22]=[CH:23][C:24]([F:26])=[CH:25][C:20]=2[C:19]2[C:14]3[NH:13][C:12]([CH3:32])=[C:11]([C:9]([NH:8][CH:5]4[CH2:4][CH2:3][N:2]([C:34]([O:36][CH2:37][CH3:38])=[O:35])[CH2:7][CH2:6]4)=[O:10])[C:15]=3[N:16]=[CH:17][N:18]=2)[CH2:30][CH2:31]1 |f:0.1|. Reported procedure: Starting from 4-(2-cyclopropylmethoxy-5-fluoro-phenyl)-6-methyl-5H-pyrrolo[3,2-d]pyrimidine-7-carboxylic acid piperidin-4-ylamide hydrochloride (example D.f12) and commercially ethyl chloroformate the title compound is obtained as colorless solid. Starting materials: C1(=CC=CC=C1)P(OCC)OCC (diethyl phenylphosphonite), C(C)(C)(C)C1=C(C=CC=C1)O (2-tert-butylphenol). Conditions: temperature 180 celsius, time 16 hour. The product is C1(=CC=CC=C1)P(OCC)OC1=C(C=CC=C1)C(C)(C)C (monoethyl mono-2-tert-butylphenyl phenylphosphonite). As a reaction SMILES: [C:1]1([P:7](OCC)[O:8][CH2:9][CH3:10])[CH:6]=[CH:5][CH:4]=[CH:3][CH:2]=1.[C:14]([C:18]1[CH:23]=[CH:22][CH:21]=[CH:20][C:19]=1[OH:24])([CH3:17])([CH3:16])[CH3:15]>>[C:1]1([P:7]([O:24][C:19]2[CH:20]=[CH:21][CH:22]=[CH:23][C:18]=2[C:14]([CH3:17])([CH3:15])[CH3:16])[O:8][CH2:9][CH3:10])[CH:6]=[CH:5][CH:4]=[CH:3][CH:2]=1. Procedure: 99 g (0.5 mol) of diethyl phenylphosphonite and 75 g (0.5 mol) of 2-tert-butylphenol were mixed and heated with stirring at 530mbar to 170° C. Ethanol distilled off during this via a small column. The temperature was then increased stepwise to 180° C., and the vacuum was simultaneously enhanced to 100mbar. After 16 hours, a total of 18 g of ethanol distilled off. The batch was then cooled and distilled. After a first fraction, which contained the unreacted starting materials, 116 g were obtained... Reactants: FC(C(=O)O)(F)F (Trifluoroacetic acid), COC(=O)C=1SC(=C(C1)S(=O)(=O)C1=CC(=CC(=C1)OC(C)(C)C)Br)SC (4-(3-Bromo-5-tert-butoxy-benzenesulfonyl)-5-methylsulfanyl-thiophene-2-carboxylic acid methyl ester). Solvent: C(Cl)Cl (DCM). Run at time 2 hour. The product is COC(=O)C=1SC(=C(C1)S(=O)(=O)C1=CC(=CC(=C1)O)Br)SC (4-(3-Bromo-5-hydroxy-benzenesulfonyl)-5-methylsulfanyl-thiophene-2-carboxylic acid methyl ester). Isolated yield 101.1%. Reaction SMILES: FC(F)(F)C(O)=O.[CH3:8][O:9][C:10]([C:12]1[S:13][C:14]([S:32][CH3:33])=[C:15]([S:17]([C:20]2[CH:25]=[C:24]([O:26]C(C)(C)C)[CH:23]=[C:22]([Br:31])[CH:21]=2)(=[O:19])=[O:18])[CH:16]=1)=[O:11]>C(Cl)Cl>[CH3:8][O:9][C:10]([C:12]1[S:13][C:14]([S:32][CH3:33])=[C:15]([S:17]([C:20]2[CH:25]=[C:24]([OH:26])[CH:23]=[C:22]([Br:31])[CH:21]=2)(=[O:18])=[O:19])[CH:16]=1)=[O:11]. Reported procedure: Trifluoroacetic acid (5 mL) was added to a solution of 4-(3-bromo-5-tert-butoxy-benzenesulfonyl)-5-methylsulfanyl-thiophene-2-carboxylic acid methyl ester ((Example 12: step c) 240 mg, 0.5 mmol) in DCM (5 mL). The solution was stirred at rt for 2 h and the solvents were removed in vacuo, yielding 214 mg of an oil (quantitative) which was used without further purification. Starting materials: BrCCCCCCCCCCC(=O)O (11-bromoundecanoic acid), [Cl-].[Li+] (lithium chloride), [Cl-] (chloride), [Mg] (magnesium), C[Si](CCCBr)(C)C (3-(trimethylsilyl)propyl bromide), solution, C[Mg]Br (methyl magnesium bromide), C[Si](CCC[Mg]Br)(C)C (3-(trimethylsilyl)propyl magnesium bromide). Solvent: O1CCCC1 (tetrahydrofuran), O1CCCC1 (tetrahydrofuran), O1CCCC1 (tetrahydrofuran), CCOCC (ether). Run at time 30 minute. Product: C[Si](CCCCCCCCCCCCCC(=O)O)(C)C (14-(Trimethylsilyl)tetradecanoic acid). As a reaction SMILES: Br[CH2:2][CH2:3][CH2:4][CH2:5][CH2:6][CH2:7][CH2:8][CH2:9][CH2:10][CH2:11][C:12]([OH:14])=[O:13].C[Mg]Br.[Cl-].[Li+].[Cl-].[CH3:21][Si:22]([CH3:29])([CH3:28])[CH2:23][CH2:24][CH2:25][Mg]Br.C[Si](C)(C)CCCBr.[Mg]>CCOCC.O1CCCC1>[CH3:21][Si:22]([CH3:29])([CH3:28])[CH2:23][CH2:24][CH2:25][CH2:2][CH2:3][CH2:4][CH2:5][CH2:6][CH2:7][CH2:8][CH2:9][CH2:10][CH2:11][C:12]([OH:14])=[O:13] |f:2.3|. Reported procedure: A solution of 240 g. 11-bromoundecanoic acid in 1.15 l. dry tetrahydrofuran was cooled to -20° under nitrogen, and to this stirred solution was dropwise added 309 ml. of a 3M solution of methyl magnesium bromide in ether followed by a solution of 1.54 g. lithium chloride and 2.43 g. cuprus chloride in 90 ml. dry tetrahydrofuran. The mixture was stirred at -20° while a warm solution of 3-(trimethylsilyl)propyl magnesium bromide, prepared from 266 g. 3-(trimethylsilyl)propyl bromide and 33.7 g. ma... RXN SMILES: NC1C=C2[C:9](=CC=1)[N:8]=[CH:7]C(C(NCC1C=CC(Cl)=CC=1)=O)=C2O.[Cl:24][C:25]1[CH:30]=[CH:29][C:28]([CH2:31][NH:32][C:33]([C:35]2[CH:36]=[N:37][C:38]3[C:43]([C:44]=2[OH:45])=[CH:42][CH:41]=[C:40](N(C)C)[CH:39]=3)=[O:34])=[CH:27][CH:26]=1.NC1C=C2C(C(O)=C(C(NCC3C=CC(Cl)=CC=3)=O)C=N2)=CC=1>>[Cl:24][C:25]1[CH:26]=[CH:27][C:28]([CH2:31][NH:32][C:33]([C:35]2[CH:36]=[N:37][C:38]3[C:43]([C:44]=2[OH:45])=[CH:42][C:41]([N:8]([CH3:9])[CH3:7])=[CH:40][CH:39]=3)=[O:34])=[CH:29][CH:30]=1. Product: ClC1=CC=C(C=C1)CNC(=O)C=1C=NC2=CC=C(C=C2C1O)N(C)C (N-[(4-Chlorophenyl)methyl]-6-(dimethylamino)-4-hydroxy-3-quinolinecarboxamide). Reported procedure: This compound is prepared from 6-amino-N-[(4-chlorophenyl)methyl]-4-hydroxy-3-quinolinecarboxamide using a procedure similar to that used to prepare N-[(4-chlorophenyl)methyl]-7-(dimethylamino)-4-hydroxy-3-quinolinecarboxamide from 7-amino-N-[(4-chlorophenyl)methyl]-4-hydroxy-3-quinolinecarboxamide (29805JT118). The product is obtained as a tan powder. The reactants are NC=1C=C2C(=C(C=NC2=CC1)C(=O)NCC1=CC=C(C=C1)Cl)O (6-amino-N-[(4-chlorophenyl)methyl]-4-hydroxy-3-quinolinecarboxamide), ClC1=CC=C(C=C1)CNC(=O)C=1C=NC2=CC(=CC=C2C1O)N(C)C (N-[(4-chlorophenyl)methyl]-7-(dimethylamino)-4-hydroxy-3-quinolinecarboxamide), NC1=CC=C2C(=C(C=NC2=C1)C(=O)NCC1=CC=C(C=C1)Cl)O (7-amino-N-[(4-chlorophenyl)methyl]-4-hydroxy-3-quinolinecarboxamide). The reactants are CO, ClC(Cl)Cl, [Cl-], O=C(Cl)c1sc2ccccc2c1S(=O)(=O)O. Yields the product COC(=O)c1sc2ccccc2c1S(=O)(=O)O, [Cl-]. RXN SMILES: [CH3:18][OH:19].[CH:20]([Cl:21])([Cl:22])[Cl:23].[Cl-:1].[Cl:2][C:3](=[O:4])[c:5]1[c:6]([S:14](=[O:15])(=[O:16])[OH:17])[c:7]2[c:8]([s:9]1)[cH:10][cH:11][cH:12][cH:13]2>>[C:3](=[O:4])([c:5]1[c:6]([S:14](=[O:15])(=[O:16])[OH:17])[c:7]2[c:8]([s:9]1)[cH:10][cH:11][cH:12][cH:13]2)[O:19][CH3:18].[Cl-:2].